Dataset: the Open Reaction Database (ORD), a public repository of structured organic reaction records. Task: describe an organic reaction: reactants, conditions, products, and yield Reactants: CO, O, CC1(C)OCC(C(O)CNC(=O)c2ccc(S(=O)(=O)Nc3ccc(F)c(C(F)(F)F)c3)cc2)O1. Yields the product O=C(NCC(O)C(O)CO)c1ccc(S(=O)(=O)Nc2ccc(F)c(C(F)(F)F)c2)cc1. RXN SMILES: [CH3:36][OH:37].[OH2:35].[OH:1][CH:2]([CH2:3][NH:4][C:5]([c:6]1[cH:7][cH:8][c:9]([S:12]([NH:13][c:14]2[cH:15][c:16]([C:21]([F:22])([F:23])[F:24])[c:17]([F:20])[cH:18][cH:19]2)(=[O:25])=[O:26])[cH:10][cH:11]1)=[O:27])[CH:28]1[O:29][C:30]([CH3:33])([CH3:34])[O:31][CH2:32]1>>[OH:1][CH:2]([CH2:3][NH:4][C:5]([c:6]1[cH:7][cH:8][c:9]([S:12]([NH:13][c:14]2[cH:15][c:16]([C:21]([F:22])([F:23])[F:24])[c:17]([F:20])[cH:18][cH:19]2)(=[O:25])=[O:26])[cH:10][cH:11]1)=[O:27])[CH:28]([OH:29])[CH2:32][OH:31].